Dataset: the Open Reaction Database (ORD), a public repository of structured organic reaction records. Task: describe an organic reaction: reactants, conditions, products, and yield Starting materials: C(C)C1=C(C=C(C=C1)COC1=CC=NN1C1=NC=CC(=C1)C(=O)O)F (2-[5-[(4-ethyl-3-fluorophenyl)methoxy]pyrazol-1-yl]pyridine-4-carboxylic acid), C(C)#N.O (Acetonitrile Water). Yields the product C(C)C1=C(C=C(C=C1)COC1=CC=NN1C1=NC=CC(=C1)C(=O)OC)F (methyl 2-[5-[(4-ethyl-3-fluorophenyl)methoxy]pyrazol-1-yl]pyridine-4-carboxylate). As a reaction SMILES: [CH2:1]([C:3]1[CH:8]=[CH:7][C:6]([CH2:9][O:10][C:11]2[N:15]([C:16]3[CH:21]=[C:20]([C:22]([OH:24])=[O:23])[CH:19]=[CH:18][N:17]=3)[N:14]=[CH:13][CH:12]=2)=[CH:5][C:4]=1[F:25])[CH3:2].[C:26](#N)C.O>>[CH2:1]([C:3]1[CH:8]=[CH:7][C:6]([CH2:9][O:10][C:11]2[N:15]([C:16]3[CH:21]=[C:20]([C:22]([O:24][CH3:26])=[O:23])[CH:19]=[CH:18][N:17]=3)[N:14]=[CH:13][CH:12]=2)=[CH:5][C:4]=1[F:25])[CH3:2] |f:1.2|. Reported procedure: The title compound was prepared from 2-[5-[(4-ethyl-3-fluorophenyl)methoxy]pyrazol-1-yl]pyridine-4-carboxylic acid (EXAMPLE 96) according to the procedure for the preparation of Example 62. 1H NMR (400 MHz, CDCl3): δ 1.23 (3H, t, J=7.6 Hz), 2.67 (2H, q, J=7.6 Hz), 3.97 (3H, s), 5.20 (2H, s), 5.75 (1H, d, J=1.6 Hz), 7.12-7.23 (3H, m), 7.58 (1H, d, J=2.0 Hz), 7.78 (1H, dd, J=1.6, 5.2 Hz), 8.34 (1H, s), 8.71 (1H, d, J=5.2 Hz). LCMS (mobile phase: 30%-95% Acetonitrile-Water-0.02% NH4Ac): purity is >... The reactants are CCCc1c(Cc2ccc(-c3ccccc3-c3noc(=O)[nH]3)cc2)c(=O)n(CC(=O)C(C)(C)C)c2ncnn12, CCOC(C)=O, Cl, Cl, CON, O, c1ccncc1. Product: CCCc1c(Cc2ccc(-c3ccccc3-c3noc(=O)[nH]3)cc2)c(=O)n(CC(=NOC)C(C)(C)C)c2ncnn12. As a reaction SMILES: [CH3:1][C:2]([C:3]([CH2:4][n:5]1[c:6]2[n:7]([c:8]([CH2:31][CH2:32][CH3:33])[c:9]([CH2:12][c:13]3[cH:14][cH:15][c:16](-[c:19]4[c:20](-[c:25]5[n:26][o:27][c:28](=[O:30])[nH:29]5)[cH:21][cH:22][cH:23][cH:24]4)[cH:17][cH:18]3)[c:10]1=[O:11])[n:34][cH:35][n:36]2)=[O:37])([CH3:38])[CH3:39].[CH3:52][CH2:53][O:54][C:55](=[O:56])[CH3:57].[ClH:40].[ClH:50].[NH2:41][O:42][CH3:43].[OH2:51].[cH:44]1[cH:45][cH:46][n:47][cH:48][cH:49]1>>[CH3:1][C:2]([C:3]([CH2:4][n:5]1[c:6]2[n:7]([c:8]([CH2:31][CH2:32][CH3:33])[c:9]([CH2:12][c:13]3[cH:14][cH:15][c:16](-[c:19]4[c:20](-[c:25]5[n:26][o:27][c:28](=[O:30])[nH:29]5)[cH:21][cH:22][cH:23][cH:24]4)[cH:17][cH:18]3)[c:10]1=[O:11])[n:34][cH:35][n:36]2)=[N:41][O:42][CH3:43])([CH3:38])[CH3:39]. The reactants are [BH4-], CC1Cc2cc(C(C)C)cc(Br)c2C1=O, Cc1ccccc1, Cl, [Na+], O. Yields the product CC1=Cc2c(Br)cc(C(C)C)cc2C1. RXN SMILES: [BH4-:16].[Br:1][c:2]1[cH:3][c:4]([CH:13]([CH3:14])[CH3:15])[cH:5][c:6]2[c:10]1[C:9](=[O:11])[CH:8]([CH3:12])[CH2:7]2.[CH3:20][c:21]1[cH:22][cH:23][cH:24][cH:25][cH:26]1.[ClH:19].[Na+:17].[OH2:18]>>[Br:1][c:2]1[cH:3][c:4]([CH:13]([CH3:14])[CH3:15])[cH:5][c:6]2[c:10]1[CH:9]=[C:8]([CH3:12])[CH2:7]2. The reactants are O (Water), N1=CC=CC=C1 (pyridine), C1(CCCCC1)C(=O)Cl (cyclohexanecarbonyl chloride), S1C2=C(C=C1)C(=CC=C2)N2CCN(CC2)CCCCOC2=CC=C1CCC(N(C1=C2)CO)=O (7-[4-(4-benzo[b]thiophen-4-ylpiperazin-1-yl)butoxy]-1-hydroxymethyl-3,4-dihydro-1H-quinolin-2-one). Run in ClCCl (dichloromethane). The product is S1C2=C(C=C1)C(=CC=C2)N2CCN(CC2)CCCCOC2=CC=C1CCC(N(C1=C2)COC(=O)C2CCCCC2)=O (cyclohexanecarboxylic acid 7-[4-(4-benzo[b]thiophen-4-ylpiperazin-1-yl)butoxy]-2-oxo-3,4-dihydro-2H-quinolin-1-ylmethyl ester). Yield: 25.3%. RXN SMILES: [S:1]1[CH:5]=[CH:4][C:3]2[C:6]([N:10]3[CH2:15][CH2:14][N:13]([CH2:16][CH2:17][CH2:18][CH2:19][O:20][C:21]4[CH:30]=[C:29]5[C:24]([CH2:25][CH2:26][C:27](=[O:33])[N:28]5[CH2:31][OH:32])=[CH:23][CH:22]=4)[CH2:12][CH2:11]3)=[CH:7][CH:8]=[CH:9][C:2]1=2.N1C=CC=CC=1.[CH:40]1([C:46](Cl)=[O:47])[CH2:45][CH2:44][CH2:43][CH2:42][CH2:41]1.O>ClCCl>[S:1]1[CH:5]=[CH:4][C:3]2[C:6]([N:10]3[CH2:15][CH2:14][N:13]([CH2:16][CH2:17][CH2:18][CH2:19][O:20][C:21]4[CH:30]=[C:29]5[C:24]([CH2:25][CH2:26][C:27](=[O:33])[N:28]5[CH2:31][O:32][C:46]([CH:40]5[CH2:45][CH2:44][CH2:43][CH2:42][CH2:41]5)=[O:47])=[CH:23][CH:22]=4)[CH2:12][CH2:11]3)=[CH:7][CH:8]=[CH:9][C:2]1=2. Procedure: To a solution (15 ml) of 7-[4-(4-benzo[b]thiophen-4-ylpiperazin-1-yl)butoxy]-1-hydroxymethyl-3,4-dihydro-1H-quinolin-2-one (550 mg) synthesized in the same manner as in Example 1 in dichloromethane was added pyridine (0.287 ml), cyclohexanecarbonyl chloride (0.158 ml) with stirring under ice-cooling and the mixture was stirred at room temperature overnight. Water was added to the reaction mixture and the to mixture was extracted with ethyl acetate. The organic layer was dried over sodium sulfate...